The task is: describe an organic reaction: reactants, conditions, products, and yield. This data is from the Open Reaction Database (ORD), a public repository of structured organic reaction records. The reactants are Cc1n[nH]c(CCCCl)c1Br, CC(C)O, [K+], [OH-], O. Yields the product Cc1nn2c(c1Br)CCC2. Reaction SMILES: [Br:1][c:2]1[c:3]([CH3:11])[n:4][nH:5][c:6]1[CH2:7][CH2:8][CH2:9][Cl:10].[CH:14]([OH:15])([CH3:16])[CH3:17].[K+:13].[OH-:12].[OH2:18]>>[Br:1][c:2]1[c:3]([CH3:11])[n:4][n:5]2[c:6]1[CH2:7][CH2:8][CH2:9]2.